This data is from the Open Reaction Database (ORD), a public repository of structured organic reaction records. The task is: describe an organic reaction: reactants, conditions, products, and yield Starting materials: OCCNCCN (N-(2-hydroxy ethyl)ethylenediamine), ClC=1N=NC(=CC1C)C1=CC=C(C=C1)OC (3-chloro 4-methyl 6-(4-methoxy phenyl)pyridazine), O1CCN(CC1)CCN (2-morpholino ethylamine), ClC=1N=NC(=CC1C)C1=CC=CC=C1 (3-chloro 4-methyl 6-phenyl pyridazine). The product is O1CCN(CC1)CCNC=1N=NC(=CC1C)C1=CC=C(C=C1)OC (3-(2-Morpholino ethylamino)4-methyl 6-(4-methoxy phenyl)pyridazine). RXN SMILES: OCCNCCN.[O:8]1[CH2:13][CH2:12][N:11]([CH2:14][CH2:15][NH2:16])[CH2:10][CH2:9]1.ClC1N=NC(C2C=CC=CC=2)=CC=1C.Cl[C:32]1[N:33]=[N:34][C:35]([C:39]2[CH:44]=[CH:43][C:42]([O:45][CH3:46])=[CH:41][CH:40]=2)=[CH:36][C:37]=1[CH3:38]>>[O:8]1[CH2:13][CH2:12][N:11]([CH2:14][CH2:15][NH:16][C:32]2[N:33]=[N:34][C:35]([C:39]3[CH:44]=[CH:43][C:42]([O:45][CH3:46])=[CH:41][CH:40]=3)=[CH:36][C:37]=2[CH3:38])[CH2:10][CH2:9]1. Procedure details: Operation is carried out as in Example 1, replacing the N-(2-hydroxy ethyl)ethylenediamine by an equivalent quantity of 2-morpholino ethylamine and the 3-chloro 4-methyl 6-phenyl pyridazine by a corresponding quantity of 3-chloro 4-methyl 6-(4-methoxy phenyl)pyridazine. As a reaction SMILES: [CH3:34][CH2:35][OH:36].[ClH:1].[NH:11]([c:12]1[cH:13][cH:14][cH:15][cH:16][cH:17]1)[c:18]1[n:19][cH:20][cH:21][c:22](-[c:24]2[cH:25][n:26][c:27]([CH:32]=[O:33])[n:28]2[CH:29]([CH3:30])[CH3:31])[n:23]1.[O:2]([CH3:3])[NH2:4].[cH:5]1[cH:6][cH:7][n:8][cH:9][cH:10]1>>[O:2]([CH3:3])[N:4]=[CH:32][c:27]1[n:26][cH:25][c:24](-[c:22]2[cH:21][cH:20][n:19][c:18]([NH:11][c:12]3[cH:13][cH:14][cH:15][cH:16][cH:17]3)[n:23]2)[n:28]1[CH:29]([CH3:30])[CH3:31]. Product: CON=Cc1ncc(-c2ccnc(Nc3ccccc3)n2)n1C(C)C. Starting materials: CCO, Cl, CC(C)n1c(-c2ccnc(Nc3ccccc3)n2)cnc1C=O, CON, c1ccncc1.